This data is from the Open Reaction Database (ORD), a public repository of structured organic reaction records. The task is: describe an organic reaction: reactants, conditions, products, and yield The solvent is CN(C=O)C (dimethylformamide). Reaction SMILES: [F:1][C:2]1[CH:7]=[CH:6][C:5]([C:8]2([C:11]([N:14]3[CH:18]=[N:17][CH:16]=[N:15]3)([CH3:13])[CH3:12])[CH2:10][O:9]2)=[CH:4][CH:3]=1.[NH:19]1[CH:23]=[N:22][CH:21]=[N:20]1.C(=O)([O-])[O-].[K+].[K+]>CN(C)C=O>[N:19]1([CH2:10][C:8]([C:5]2[CH:6]=[CH:7][C:2]([F:1])=[CH:3][CH:4]=2)([OH:9])[C:11]([N:14]2[CH:18]=[N:17][CH:16]=[N:15]2)([CH3:13])[CH3:12])[CH:23]=[N:22][CH:21]=[N:20]1 |f:2.3.4|. Reactants: FC1=CC=C(C=C1)C1(OC1)C(C)(C)N1N=CN=C1 (2-(4-fluorophenyl)-2-[2-(1H-1,2,4-triazol-1-yl)prop-2-yl]oxirane), N1N=CN=C1 (1,2,4-triazole), C([O-])([O-])=O.[K+].[K+] (potassium carbonate). Conditions: time 19 hour. The product is N1(N=CN=C1)CC(C(C)(C)N1N=CN=C1)(O)C1=CC=C(C=C1)F (1,3-bis(1H-1,2,4-triazol-1-yl)-2-(4-fluorophenyl)-3-methylbutan-2-ol). Reported procedure: To a solution of 2-(4-fluorophenyl)-2-[2-(1H-1,2,4-triazol-1-yl)prop-2-yl]oxirane (1.0 g, 4.0 mMole) in dimethylformamide (50 ml) were added 1,2,4-triazole (0.56 g., 8.0 mMole) and anhydrous potassium carbonate (0.56 g, 4.0 mMole). Heating at 80°, with stirring, was carried out for 19 hours. The solvent was then evaporated, water (75 ml) was added, and the mixture was extracted with methylene chloride (3×50 ml.). The combined organic extracts were washed with water (3×30 ml), dried over anhydrou... The yield is 31.9%. Reactants: CC1=C(N=CN1)CSCCNC1=NS(N=C1OC)(=O)=O (3-{2-[(5-methyl-1H-imidazol-4-yl)methylthio]ethylamino}-4-methoxy-1,2,5-thiadiazole 1,1-dioxide), C1(=C(C(=C(C(=C1F)F)F)N)F)N.Cl.Cl (dihydrochloride), CC1=C(N=CN1)CSCCN (2-{(5-methyl-1H-imidazol-4-yl)methylthio}ethylamine), N(C(=N)N)C=1SC=C(N1)CSCCN (2-[(2-guanidinothiazol-4-yl)methylthio]ethylamine), C1(=C(C(=C(C(=C1F)F)F)N)F)N.Cl.Cl (dihydrochloride). Run in CO (methanol). Run at time 30 minute. Product: N(C(=N)N)C=1SC=C(N1)CSCCNC1=NS(N=C1NCCSCC=1N=CNC1C)(=O)=O (3-{2-[(2-Guanidinothiazol-4-yl)methylthio]ethylamino}-4-{2-[(5-methyl-1H-imidazol-4-yl)methylthio]ethylamino}-1,2,5-thiadiazole 1,1-dioxide). Reaction SMILES: [CH3:1][C:2]1[NH:6][CH:5]=[N:4][C:3]=1[CH2:7][S:8][CH2:9][CH2:10][NH:11][C:12]1[C:16](OC)=[N:15][S:14](=[O:20])(=[O:19])[N:13]=1.C1(N)C(F)=C(F)C(F)=C(N)C=1F.Cl.Cl.CC1NC=NC=1CSCCN.[NH:46]([C:50]1[S:51][CH:52]=[C:53]([CH2:55][S:56][CH2:57][CH2:58][NH2:59])[N:54]=1)[C:47]([NH2:49])=[NH:48]>CO>[NH:46]([C:50]1[S:51][CH:52]=[C:53]([CH2:55][S:56][CH2:57][CH2:58][NH:59][C:16]2[C:12]([NH:11][CH2:10][CH2:9][S:8][CH2:7][C:3]3[N:4]=[CH:5][NH:6][C:2]=3[CH3:1])=[N:13][S:14](=[O:20])(=[O:19])[N:15]=2)[N:54]=1)[C:47]([NH2:49])=[NH:48] |f:1.2.3|. Procedure details: To a well stirred solution at -10° of 3-{2-[(5-methyl-1H-imidazol-4-yl)methylthio]ethylamino}-4-methoxy-1,2,5-thiadiazole 1,1-dioxide [prepared from the dihydrochloride of 2-{(5-methyl-1H-imidazol-4-yl)methylthio}ethylamine (2.73 g; 11.2 mmole) by the procedure of Step A of Example 1] was rapidly added a solution of 2-[(2-guanidinothiazol-4-yl)methylthio]ethylamine (from the dihydrochloride, 3.41 g; 11.2 mmoles) [prepared according to the procedure described in South African Pat. No. 78/2129] in... Starting materials: BrC=1C=C(OCCCCCCC=2C(=C(OCCCC(=O)O)C=CC2)CCC(=O)O)C=C(C1)COC (4-[3-[6-(3-bromo-5-methoxymethyl-phenoxy)-hexyl]-2-(2-carboxy-ethyl)-phenoxy]-butyric acid), N1C=CC2=CC(=CC=C12)B(O)O (5-indoleboronic acid), C([O-])([O-])=O.[Cs+].[Cs+] (cesium carbonate). Reagents/catalysts: C1=CC=C(C=C1)P([C-]2C=CC=C2)C3=CC=CC=C3.C1=CC=C(C=C1)P([C-]2C=CC=C2)C3=CC=CC=C3.Cl[Pd]Cl.[Fe+2] ([1,1′-bis(diphenylphosphino)ferrocene]dichloropalladium(II)). Yields the product C(=O)(O)CCC1=C(OCCCC(=O)O)C=CC=C1CCCCCCOC1=CC(=CC(=C1)COC)C=1C=C2C=CNC2=CC1 (4-[2-(2-carboxy-ethyl)-3-{6-[3-(1H-indol-5-yl)-5-methoxymethyl-phenoxy]-hexyl}-phenoxy]-butyric acid). Isolated yield 68.6%. RXN SMILES: Br[C:2]1[CH:3]=[C:4]([CH:30]=[C:31]([CH2:33][O:34][CH3:35])[CH:32]=1)[O:5][CH2:6][CH2:7][CH2:8][CH2:9][CH2:10][CH2:11][C:12]1[C:13]([CH2:25][CH2:26][C:27]([OH:29])=[O:28])=[C:14]([CH:22]=[CH:23][CH:24]=1)[O:15][CH2:16][CH2:17][CH2:18][C:19]([OH:21])=[O:20].[NH:36]1[C:44]2[C:39](=[CH:40][C:41](B(O)O)=[CH:42][CH:43]=2)[CH:38]=[CH:37]1.C(=O)([O-])[O-].[Cs+].[Cs+]>C1C=CC(P(C2C=CC=CC=2)[C-]2C=CC=C2)=CC=1.C1C=CC(P(C2C=CC=CC=2)[C-]2C=CC=C2)=CC=1.Cl[Pd]Cl.[Fe+2]>[C:27]([CH2:26][CH2:25][C:13]1[C:12]([CH2:11][CH2:10][CH2:9][CH2:8][CH2:7][CH2:6][O:5][C:4]2[CH:30]=[C:31]([CH2:33][O:34][CH3:35])[CH:32]=[C:2]([C:41]3[CH:40]=[C:39]4[C:44](=[CH:43][CH:42]=3)[NH:36][CH:37]=[CH:38]4)[CH:3]=2)=[CH:24][CH:23]=[CH:22][C:14]=1[O:15][CH2:16][CH2:17][CH2:18][C:19]([OH:21])=[O:20])([OH:29])=[O:28] |f:2.3.4,5.6.7.8|. Reported procedure: A similar procedure as described in step 3, method B was used, starting from 4-[3-[6-(3-bromo-5-methoxymethyl-phenoxy)-hexyl]-2-(2-carboxy-ethyl)-phenoxy]-butyric acid (175 mg, 0.31 mmol), 5-indoleboronic acid (104 mg, 0.64 mmol), [1,1′-bis(diphenylphosphino)ferrocene]dichloropalladium(II) (51 mg, 0.07 mmol), and cesium carbonate (417 mg, 1.28 mmol) to obtain 4-[2-(2-carboxy-ethyl)-3-{6-[3-(1H-indol-5-yl)-5-methoxymethyl-phenoxy]-hexyl}-phenoxy]-butyric acid (125 mg, 69%) as a light brown solid:... Reactants: CCOCC (ether), CCOCC (ether), Cl (HCl), C1OC(CC2C1CCCC2)=O ((rac)-octahydro-3H-2-benzopyran-3-one), [H-].C(C(C)C)[Al+]CC(C)C (diisobutylaluminum hydride), solution. Run in ClCCl (dichloromethane), ClCCl (dichloromethane). Run at temperature -78 celsius, time 45 minute. Product: C1OC(CC2C1CCCC2)O (Octahydro-1H-2-benzopyran-3-ol). As a reaction SMILES: [CH2:1]1[CH:6]2[CH2:7][CH2:8][CH2:9][CH2:10][CH:5]2[CH2:4][C:3](=[O:11])[O:2]1.[H-].C([Al+]CC(C)C)C(C)C.Cl.CCOCC>ClCCl>[CH2:1]1[CH:6]2[CH2:7][CH2:8][CH2:9][CH2:10][CH:5]2[CH2:4][CH:3]([OH:11])[O:2]1 |f:1.2|. Procedure details: To a solution of 2.0 g (13 mmol) of (4a alpha, 8a alpha)(rac)-octahydro-3H-2-benzopyran-3-one in 65 mL of dry dichloromethane was added dropwise, over 30 min, 14 mL (14.3 mmol) of a 1.0M solution of diisobutylaluminum hydride in dichloromethane. After further stirring at -78° C. for 45 min the mixture was warmed to 0° C. over 2 hours, stirred at 0° C. for 10 min, and then 1.0M aqueous HCl was added dropwise until a pH 0-1 was reached. After addition of 60 mL of ether, phase separation and extrac... Reactants: BrCC=1C2=C(C=3C(NC(=NC3C1)NC(C(C)(C)C)=O)=O)C=CC=C2 (N-(6-(bromomethyl)-1,2-dihydro-1-oxobenzo[f]quinazolin-3-yl)pivalamide), C(C)(=O)O (acetic acid). Run in C[O-].[Na+] (sodium methoxide). Conditions: temperature 65 celsius. Yields the product NC1=NC=2C=C(C3=C(C2C(N1)=O)C=CC=C3)COC (3-amino-6-(methoxymethyl)benzo[f]quinazolin-1(2H)-one). Reaction SMILES: Br[CH2:2][C:3]1[C:4]2[CH:24]=[CH:23][CH:22]=[CH:21][C:5]=2[C:6]2[C:7](=[O:20])[NH:8][C:9]([NH:13]C(=O)C(C)(C)C)=[N:10][C:11]=2[CH:12]=1.[C:25](O)(=[O:27])C>C[O-].[Na+]>[NH2:13][C:9]1[NH:8][C:7](=[O:20])[C:6]2[C:5]3[CH:21]=[CH:22][CH:23]=[CH:24][C:4]=3[C:3]([CH2:2][O:27][CH3:25])=[CH:12][C:11]=2[N:10]=1 |f:2.3|. Procedure: A solution of N-(6-(bromomethyl)-1,2-dihydro-1-oxobenzo[f]quinazolin-3-yl)pivalamide (0.28 g, 0.72 mmole) in 0.3 M sodium methoxide (25 ml) was stirred and heated at 65° C. under a nitrogen atmosphere for 4 hours. After cooling, the mixture was acidified to pH 6 with glacial acetic acid, and then all solvent was removed under reduced pressure. The residue was triturated with water (20 ml), then filtered, washed with water and acetone, and dried to give 3-amino-6-(methoxymethyl)benzo[f]quinazolin... RXN SMILES: [C:1]([O:10][CH2:11][CH3:12])(=[O:9])/[CH:2]=[CH:3]/[C:4]([O:6][CH2:7][CH3:8])=[O:5]>CC1C=CC(C)=CC=1>[C:4]([O:6][CH2:7][CH3:8])(=[O:5])/[CH:3]=[CH:2]\[C:1]([O:10][CH2:11][CH3:12])=[O:9]. The product is C(\C=C/C(=O)OCC)(=O)OCC (diethyl maleate). Solvent: CC=1C=CC(=CC1)C (p-xylene). Starting materials: C(\C=C\C(=O)OCC)(=O)OCC (diethyl fumarate). Reported procedure: In a 500 ml four-necked flask were charged 305 mmol (52.5 g) of diethyl fumarate obtained by isomerization of diethyl maleate and 400 ml of p-xylene. The flask was provided with a thermometer, a dropping funnel and a condenser, and put in an oil bath. While maintaining the temperature at 135° C. under stirring with a magnetic stirrer and refluxing under a flow of nitrogen, a solution of 35 mmol (5.8 g) of AIBN (2,2-azobisisobutyronitrile) in p-xylene was added dropwise over 11 hours. The heating... Starting materials: NC1=C(C=C(C=C1C(F)(F)F)C(CBr)=O)Cl (1-[4-Amino-3-chloro-5-(trifluoromethyl)phenyl]-2-bromoethanone), N1=C(C=CC=C1)CCOCCCCCCNCC1=CC=CC=C1 (N-[6-[2-(2-pyridinyl)ethoxy]hexyl]benzenemethanamine), C(C)(C)N(C(C)C)CC (N,N-diisopropylethylamine). The solvent is O1CCCC1 (tetrahydrofuran). Reaction conditions: time 1 hour. Yields the product NC1=C(C=C(C=C1C(F)(F)F)C(O)CN(CCCCCCOCCC1=NC=CC=C1)CC1=CC=CC=C1)Cl (4-Amino-3-chloro-α-[[(phenylmethyl)[6-[2-(2-pyridinyl)ethoxy]hexyl]amino]methyl]-5-(trifluoromethyl)benzenemethanol). The yield is 43.6%. As a reaction SMILES: [NH2:1][C:2]1[C:7]([C:8]([F:11])([F:10])[F:9])=[CH:6][C:5]([C:12](=[O:15])[CH2:13]Br)=[CH:4][C:3]=1[Cl:16].[N:17]1[CH:22]=[CH:21][CH:20]=[CH:19][C:18]=1[CH2:23][CH2:24][O:25][CH2:26][CH2:27][CH2:28][CH2:29][CH2:30][CH2:31][NH:32][CH2:33][C:34]1[CH:39]=[CH:38][CH:37]=[CH:36][CH:35]=1.C(N(CC)C(C)C)(C)C>O1CCCC1>[NH2:1][C:2]1[C:7]([C:8]([F:11])([F:10])[F:9])=[CH:6][C:5]([CH:12]([CH2:13][N:32]([CH2:33][C:34]2[CH:39]=[CH:38][CH:37]=[CH:36][CH:35]=2)[CH2:31][CH2:30][CH2:29][CH2:28][CH2:27][CH2:26][O:25][CH2:24][CH2:23][C:18]2[CH:19]=[CH:20][CH:21]=[CH:22][N:17]=2)[OH:15])=[CH:4][C:3]=1[Cl:16]. Procedure: 1-[4-Amino-3-chloro-5-(trifluoromethyl)phenyl]-2-bromoethanone (2.1 g), N-[6-[2-(2-pyridinyl)ethoxy]hexyl]benzenemethanamine (2.20 g) and N,N-diisopropylethylamine (0.94 g) were stirred together in tetrahydrofuran (45 ml) for 24 h at room temperature under nitrogen. The mixture was filtered and the filtrate evaporated in vacuo. The residue was dissolved in methanol (80 ml) and sodium borohydride (0.63 g) was added portionwise to the solution at 0° under nitrogen. The mixture was stirred for 1 h ... Starting materials: ClC1=CC=CC2=C1SC(=C2)C(CC)=O (1-(7-chlorobenzo[b]thiophen-2-yl)propan-1-one), [Br-].[Br-].[Br-].C1(=CC=CC=C1)[N+](C)(C)C.C1(=CC=CC=C1)[N+](C)(C)C.C1(=CC=CC=C1)[N+](C)(C)C (phenyltrimethylammonium tribromide). The product is BrC(C(=O)C1=CC2=C(S1)C(=CC=C2)Cl)C (2-bromo-1-(7-chlorobenzo[b]thiophen-2-yl)propan-1-one). Yield: 230.4%. As a reaction SMILES: [Cl:1][C:2]1[C:7]2[S:8][C:9]([C:11](=[O:14])[CH2:12][CH3:13])=[CH:10][C:6]=2[CH:5]=[CH:4][CH:3]=1.[Br-:15].[Br-].[Br-].C1([N+](C)(C)C)C=CC=CC=1.C1([N+](C)(C)C)C=CC=CC=1.C1([N+](C)(C)C)C=CC=CC=1>>[Br:15][CH:12]([CH3:13])[C:11]([C:9]1[S:8][C:7]2[C:2]([Cl:1])=[CH:3][CH:4]=[CH:5][C:6]=2[CH:10]=1)=[O:14] |f:1.2.3.4.5.6|. Reported procedure: In a similar manner to Example 18, methylthioglycolate (13 g) was reacted with 3-chloro-2-fluorobenzaldehyde (19.57 g) in dimethylformamide to give methyl 7-chlorobenzo[b]thiophene-2-carboxylate, which was hydrolysed, chlorinated and reacted with N,O-dimethylhydroxylamine hydrochloride to give 7-chloro-N-methoxy-N-methylbenzo[b]thiophene-2-carboxamide, which was reacted with ethylmagnesium bromide to give 1-(7-chlorobenzo[b]thiophen-2-yl)propan-1-one. This ketone (1.17 g) was reacted with phenyl...